This data is from the Open Reaction Database (ORD), a public repository of structured organic reaction records. The task is: describe an organic reaction: reactants, conditions, products, and yield The reactants are C1CCOC1, Oc1cc(F)ccc1F, CC(CO)N1C(=O)c2ccccc2C1=O, c1ccc(P(c2ccccc2)c2ccccc2)cc1. Product: CC(COc1cc(F)ccc1F)N1C(=O)c2ccccc2C1=O. As a reaction SMILES: [CH2:44]1[O:45][CH2:46][CH2:47][CH2:48]1.[F:35][c:36]1[c:37]([OH:43])[cH:38][c:39]([F:42])[cH:40][cH:41]1.[OH:1][CH2:2][CH:3]([CH3:4])[N:5]1[C:6](=[O:15])[c:7]2[cH:8][cH:9][cH:10][cH:11][c:12]2[C:13]1=[O:14].[c:16]1([P:17]([c:18]2[cH:19][cH:20][cH:21][cH:22][cH:23]2)[c:24]2[cH:25][cH:26][cH:27][cH:28][cH:29]2)[cH:30][cH:31][cH:32][cH:33][cH:34]1>>[O:1]([CH2:2][CH:3]([CH3:4])[N:5]1[C:6](=[O:15])[c:7]2[cH:8][cH:9][cH:10][cH:11][c:12]2[C:13]1=[O:14])[c:37]1[c:36]([F:35])[cH:41][cH:40][c:39]([F:42])[cH:38]1.